The task is: describe an organic reaction: reactants, conditions, products, and yield. This data is from the Open Reaction Database (ORD), a public repository of structured organic reaction records. The reactants are CCOC(C)=O, c1ccc(Oc2ccccc2)cc1, COc1ccc2c(O)c(C(=O)O)cnc2c1. The product is COc1ccc2c(O)ccnc2c1. RXN SMILES: [CH3:30][CH2:31][O:32][C:33](=[O:34])[CH3:35].[O:17]([c:18]1[cH:19][cH:20][cH:21][cH:22][cH:23]1)[c:24]1[cH:25][cH:26][cH:27][cH:28][cH:29]1.[OH:1][c:2]1[c:3]([C:14]([OH:15])=[O:16])[cH:4][n:5][c:6]2[cH:7][c:8]([O:12][CH3:13])[cH:9][cH:10][c:11]12>>[OH:1][c:2]1[cH:3][cH:4][n:5][c:6]2[cH:7][c:8]([O:12][CH3:13])[cH:9][cH:10][c:11]12. Reactants: CCOCC.CCCCCC (Et2O hexane), Cl (HCl), C(#N)C=1C=C2C=CC(=CC2=CC1)O (6-cyano-2-naphthol), C1CCN(CC1)C(=O)N=NC(=O)N2CCCCC2 (ADDP), P(CCCC)(CCCC)CCCC (nBu3P), nitrile, [BH4-].C(CCC)[N+](CCCC)(CCCC)CCCC (tetra-n-butylammonium borohydride), hydrochloride salt. The solvent is O (H2O), ClCCl (dichloromethane), ClCCl (dichloromethane). Product: C1(=CC=CC=C1)C(CCOC=1C=C2C=CC(=CC2=CC1)C#N)(C1=CC=CC=C1)C1=CC=CC=C1 (6-(3,3,3-Triphenylpropoxy)-2-naphthonitrile). The yield is 50.0%. RXN SMILES: [C:1]([C:3]1[CH:4]=[C:5]2[C:10](=[CH:11][CH:12]=1)[CH:9]=[C:8](O)[CH:7]=[CH:6]2)#N.C1CCN(C(N=NC([N:26]2[CH2:31][CH2:30][CH2:29][CH2:28][CH2:27]2)=O)=O)CC1.P([CH2:41][CH2:42][CH2:43][CH3:44])(CCCC)CCCC.[BH4-].[CH2:46]([N+](CCCC)(CCCC)CCCC)[CH2:47]CC.Cl.[CH3:64][CH2:65][O:66][CH2:67][CH3:68].[CH3:69][CH2:70][CH2:71][CH2:72][CH2:73][CH3:74]>ClCCl.O>[C:71]1([C:4]([C:3]2[CH:1]=[CH:47][CH:46]=[CH:11][CH:12]=2)([C:5]2[CH:6]=[CH:7][CH:8]=[CH:9][CH:10]=2)[CH2:64][CH2:65][O:66][C:67]2[CH:41]=[C:42]3[C:28](=[CH:27][CH:68]=2)[CH:29]=[C:30]([C:31]#[N:26])[CH:44]=[CH:43]3)[CH:70]=[CH:69][CH:74]=[CH:73][CH:72]=1 |f:3.4,6.7|. Procedure: 6-(3,3,3-Triphenylpropoxy)-2-naphthonitrile was prepared by the method of example 27 utilizing 6-cyano-2-naphthol, ADDP, and nBu3P. Colorless solid, mp=207°-208° C. (Et2O/hexane), 50% yield. 1H NMR (CDCl3) δ 8.09 (s, 1H), 7.72 (d, J=9.0, 1H), 7.63 (s, 1H), 7.50 (dd, J=1.4 and 8.5 Hz, 1H), 7.20-7.37 (m, 16H), 6.76 (d, J=2.1, 1H), 3.90 (m, 2H), 3.20 (m, 2H). IR 2220, 1621, 1602, 1493, 1472, 1396 cm-1. MS 440 (MH+). Anal. calcd. for C32H25NO: C, 87.44; H, 5.73; N, 3.19. Found: C, 86.93; H, 5.78; N,... Starting materials: Cc1cc(C(=O)N2CCCCc3ccccc32)ccc1CNC(=O)N1CC(=O)N(CCCNC(=O)OC(C)(C)C)c2cccc(F)c21, Cc1ccccc1, Cl, C1COCCO1. Product: Cc1cc(C(=O)N2CCCCc3ccccc32)ccc1CNC(=O)N1CC(=O)N(CCCN)c2cccc(F)c21. RXN SMILES: [C:1]([O:2][C:3](=[O:4])[NH:7][CH2:8][CH2:9][CH2:10][N:11]1[C:12](=[O:46])[CH2:13][N:14]([C:22]([NH:23][CH2:24][c:25]2[c:26]([CH3:44])[cH:27][c:28]([C:31](=[O:32])[N:33]3[c:34]4[c:35]([cH:40][cH:41][cH:42][cH:43]4)[CH2:36][CH2:37][CH2:38][CH2:39]3)[cH:29][cH:30]2)=[O:45])[c:15]2[c:16]([F:21])[cH:17][cH:18][cH:19][c:20]21)([CH3:5])([CH3:6])[CH3:47].[CH3:55][c:56]1[cH:57][cH:58][cH:59][cH:60][cH:61]1.[ClH:48].[O:49]1[CH2:50][CH2:51][O:52][CH2:53][CH2:54]1>>[NH2:7][CH2:8][CH2:9][CH2:10][N:11]1[C:12](=[O:46])[CH2:13][N:14]([C:22]([NH:23][CH2:24][c:25]2[c:26]([CH3:44])[cH:27][c:28]([C:31](=[O:32])[N:33]3[c:34]4[c:35]([cH:40][cH:41][cH:42][cH:43]4)[CH2:36][CH2:37][CH2:38][CH2:39]3)[cH:29][cH:30]2)=[O:45])[c:15]2[c:16]([F:21])[cH:17][cH:18][cH:19][c:20]21. The reactants are C#CC(=O)OCC, COCOc1ccc([N+](=O)[O-])c(C=O)c1, CC(=O)O, CC(C)NC(C)C, [Li]CCCC, C1CCOC1. Product: CCOC(=O)C#CC(O)c1cc(OCOC)ccc1[N+](=O)[O-]. As a reaction SMILES: [CH3:13][CH2:14][O:15][C:16](=[O:17])[C:18]#[CH:19].[CH3:20][O:21][CH2:22][O:23][c:24]1[cH:25][cH:26][c:27]([N+:32](=[O:33])[O-:34])[c:28]([CH:29]=[O:30])[cH:31]1.[CH3:35][C:36](=[O:37])[OH:38].[CH:6]([NH:7][CH:8]([CH3:9])[CH3:10])([CH3:11])[CH3:12].[Li:1][CH2:2][CH2:3][CH2:4][CH3:5].[O:39]1[CH2:40][CH2:41][CH2:42][CH2:43]1>>[CH3:13][CH2:14][O:15][C:16](=[O:17])[C:18]#[C:19][CH:29]([c:28]1[c:27]([N+:32](=[O:33])[O-:34])[cH:26][cH:25][c:24]([O:23][CH2:22][O:21][CH3:20])[cH:31]1)[OH:30].